The task is: describe an organic reaction: reactants, conditions, products, and yield. This data is from the Open Reaction Database (ORD), a public repository of structured organic reaction records. Starting materials: C1C2[C@H]1C(C=C1C=C[C@H]3[C@@H]4CCC([C@@]4(C)CC[C@@H]3[C@@]21C)=O)=O (1,2β-methylenandrosta-4,6-diene-3,17-dione), [OH-].[Na+] (NaOH). Run in methanol ice. Conditions: time 20 hour. Yields the product C1C2[C@H]1C(C1C3(C=C[C@H]4[C@@H]5CCC([C@@]5(C)CC[C@@H]4[C@@]23C)=O)O1)=O (1,2β-methylen-4,5-epoxyandrost-6-ene-3,17-dione). The yield is 85.0%. RXN SMILES: [CH2:1]1[C@@H:3]2[C:4](=[O:22])[CH:5]=[C:6]3[C@:19]([CH3:20])([CH:2]12)[C@@H:18]1[C@H:9]([C@H:10]2[C@@:14]([CH2:16][CH2:17]1)([CH3:15])[C:13](=[O:21])[CH2:12][CH2:11]2)[CH:8]=[CH:7]3.[OH-:23].[Na+]>>[CH2:1]1[C@@H:3]2[C:4](=[O:22])[CH:5]3[O:23][C:6]43[C@:19]([CH3:20])([CH:2]12)[C@@H:18]1[C@H:9]([C@H:10]2[C@@:14]([CH2:16][CH2:17]1)([CH3:15])[C:13](=[O:21])[CH2:12][CH2:11]2)[CH:8]=[CH:7]4 |f:1.2|. Reported procedure: To a cooled solution of 1,2β-methylenandrosta-4,6-diene-3,17-dione (2.964 g, 10 mmol) in 120 ml methanol ice cold 36% H2O2 (10 ml) and 2% NaOH (5 ml) is added gradually under stirring and then the mixture allowed to stand at 0°-5° C. for about 20 hours. Then the reaction mixture is poured onto ice, the raw product filtered off, washed with water, dried and purified by column chromatography on silica gel, using CHCl3 as eluant. Thus 2.655 g (85%) of pure title compound is obtained.